From a dataset of the Open Reaction Database (ORD), a public repository of structured organic reaction records. describe an organic reaction: reactants, conditions, products, and yield Starting materials: CS(=O)(=O)OC1=CC=C(C=C1)S(=O)(=O)CS(=O)(=O)C1=CC=C(C=C1)OS(=O)(=O)C (bis(4-methylsulfonyloxyphenylsulfonyl)methane), Cl (hydrochloric acid), C1(=CC=C(C=C1)S(=O)(=O)N=[N+]=[N-])C (p-toluenesulfonylazide), C1CCC2=NCCCN2CC1 (1,8-diazabicyclo[5.4.0]-7-undecene). Run in ClCCl (dichloromethane). Conditions: time 5 minute. Product: CS(=O)(=O)OC1=CC=C(C=C1)S(=O)(=O)C(=[N+]=[N-])S(=O)(=O)C1=CC=C(C=C1)OS(=O)(=O)C (bis(4-methylsulfonyloxyphenylsulfonyl)-diazomethane). Yield: 29.0%. Reaction SMILES: [CH3:1][S:2]([O:5][C:6]1[CH:11]=[CH:10][C:9]([S:12]([CH2:15][S:16]([C:19]2[CH:24]=[CH:23][C:22]([O:25][S:26]([CH3:29])(=[O:28])=[O:27])=[CH:21][CH:20]=2)(=[O:18])=[O:17])(=[O:14])=[O:13])=[CH:8][CH:7]=1)(=[O:4])=[O:3].C1(C)C=CC(S([N:39]=[N+:40]=[N-])(=O)=O)=CC=1.C1CCN2C(=NCCC2)CC1.Cl>ClCCl>[CH3:29][S:26]([O:25][C:22]1[CH:23]=[CH:24][C:19]([S:16]([C:15]([S:12]([C:9]2[CH:8]=[CH:7][C:6]([O:5][S:2]([CH3:1])(=[O:4])=[O:3])=[CH:11][CH:10]=2)(=[O:14])=[O:13])=[N+:39]=[N-:40])(=[O:17])=[O:18])=[CH:20][CH:21]=1)(=[O:28])=[O:27]. Reported procedure: The bis(4-methylsulfonyloxyphenylsulfonyl)methane in Synthesis Example 3, 9.7 g (0.02 mol), was dispersed in 97 g of dichloromethane. To the dispersion was added 4.6 g (0.03 mol) of p-toluenesulfonylazide which had been separately prepared. With stirring at room temperature, 5.9 g (0.03 mol) of 1,8-diazabicyclo[5.4.0]-7-undecene (DBU) was added to the dispersion, and after 5 minutes, 150 g of a 0.2N aqueous hydrochloric acid was added to stop reaction. The organic layer was separated and washed ... Starting materials: ClC1=C2N=CN(C2=NC=N1)CSCC (6-Chloro-9-ethylthiomethylpurine), N (ammonia). The solvent is O (water). Reaction conditions: temperature 60 celsius. The product is C(C)SCN1C2=NC=NC(=C2N=C1)N (9-Ethylthiomethyladenine). RXN SMILES: Cl[C:2]1[N:10]=[CH:9][N:8]=[C:7]2[C:3]=1[N:4]=[CH:5][N:6]2[CH2:11][S:12][CH2:13][CH3:14].[NH3:15]>O>[CH2:13]([S:12][CH2:11][N:6]1[CH:5]=[N:4][C:3]2[C:7]1=[N:8][CH:9]=[N:10][C:2]=2[NH2:15])[CH3:14]. Reported procedure: 6-Chloro-9-ethylthiomethylpurine (1.5 g) and liquid ammonia (20 ml) were placed in a bomb and heated at 60° C. overnight. Evaporation of the ammonia gave a residue which was treated with cold water, filtered, and washed with cold water. This yielded 9-ethylthiomethyladenine (1.17 g) as a white solid, m.p. 140°-142° C. Recrystallization from ethanol gave white plates, m.p. 142°-143° C. Starting materials: C(C)OP(OCC)Cl (Diethylchlorophosphite), Cl (hydrochloric acid), C1(=CC=CC=C1)CCCBr (Phenylpropyl bromide), C1(=CC=CC=C1)CCC[Mg]Br (Phenylpropylmagnesium bromide), [Br-] (bromide), [Mg] (magnesium), [Mg] (Magnesium), II (iodine crystals). The solvent is C(C)OCC (diethyl ether), C(C)OCC (diethyl ether), O (water), C(C)OCC (diethyl ether). Conditions: temperature 35 celsius, time 20 minute. Product: C1(=CC=CC=C1)CCCP(O)=O (3-phenylpropylphosphinic acid). Isolated yield 53.2%. As a reaction SMILES: [Mg].II.[C:4]1([CH2:10][CH2:11][CH2:12]Br)[CH:9]=[CH:8][CH:7]=[CH:6][CH:5]=1.[Br-].C([O:17][P:18](Cl)[O:19]CC)C.C1(CCC[Mg]Br)C=CC=CC=1.Cl>C(OCC)C.O>[C:4]1([CH2:10][CH2:11][CH2:12][PH:18](=[O:17])[OH:19])[CH:9]=[CH:8][CH:7]=[CH:6][CH:5]=1. Procedure details: Magnesium turnings (2.44 g, 0.10 mol) in 20 mL of dry diethyl ether under an atmosphere of nitrogen was added several iodine crystals. Phenylpropyl bromide (20.0 g, 0.10 mol) in 80 mL of diethyl ether was placed in a dropping funnel. Approximately 10 mL of the bromide solution was added to the magnesium turnings and stirring was initiated. After several minutes the iodine was consumed and additional phenylpropyl bromide was added while maintaining a temperature of 35° C. Once additional was comp...